Dataset: the Open Reaction Database (ORD), a public repository of structured organic reaction records. Task: describe an organic reaction: reactants, conditions, products, and yield Reactants: C(C)(C)(C)OC(NCCC=1N=CNC1)=O ([2-(1H-imidazol-4-yl)-ethyl]-carbamic acid tert-butyl ester), [H-].[Na+] (NaH), CI (MeI). Run in C1CCOC1 (THF). Conditions: temperature -10 celsius, time 30 minute. Yields the product C(C)(C)(C)OC(NCCC=1N=CN(C1)C)=O ([2-(1-methyl-1H-imidazol-4-yl)-ethyl]-carbamic acid tert-butyl ester). The yield is 29.5%. Reaction SMILES: [C:1]([O:5][C:6](=[O:15])[NH:7][CH2:8][CH2:9][C:10]1[N:11]=[CH:12][NH:13][CH:14]=1)([CH3:4])([CH3:3])[CH3:2].[H-].[Na+].[CH3:18]I>C1COCC1>[C:1]([O:5][C:6](=[O:15])[NH:7][CH2:8][CH2:9][C:10]1[N:11]=[CH:12][N:13]([CH3:18])[CH:14]=1)([CH3:4])([CH3:2])[CH3:3] |f:1.2|. Reported procedure: To a solution of [2-(1H-imidazol-4-yl)-ethyl]-carbamic acid tert-butyl ester (512 mg, 2.42 mmol) in THF (20 mL) at −10° C. was added NaH (60%, 97 mg, 2.42 mmol). After stirring at −10° C. for 30 min, MeI (0.14 mL, 2.17 mmol) was added. After stirring at −10° C. for 2.5 h, the reaction mixture was concentrated to afford a yellow oil. Purification by flash column chromatography on silica gel using 2% MeOH/CH2Cl2 afforded [2-(1-methyl-1H-imidazol-4-yl)-ethyl]-carbamic acid tert-butyl ester as a yel... Reactants: C1CCOC1, CS(=O)(=O)Cl, ON=C(Cl)C1COC2(CCCCC2)O1. The product is CS(=O)(=O)ON=C(Cl)C1COC2(CCCCC2)O1. As a reaction SMILES: [CH2:20]1[O:21][CH2:22][CH2:23][CH2:24]1.[CH3:15][S:16]([Cl:17])(=[O:18])=[O:19].[OH:1][N:2]=[C:3]([CH:4]1[O:5][C:6]2([O:7][CH2:8]1)[CH2:9][CH2:10][CH2:11][CH2:12][CH2:13]2)[Cl:14]>>[O:1]([N:2]=[C:3]([CH:4]1[O:5][C:6]2([O:7][CH2:8]1)[CH2:9][CH2:10][CH2:11][CH2:12][CH2:13]2)[Cl:14])[S:16]([CH3:15])(=[O:18])=[O:19]. The reactants are C1(CC1)CN(C1=C(C=C2C(=N1)N(N=C2C)C(C)(C)C)CN(C2=NC=C(C=N2)C#N)CC2=CC(=CC(=C2)C(F)(F)F)C(F)(F)F)CC2CC2 (2-(((6-(bis(cyclopropylmethyl)amino)-1-(tert-butyl)-3-methyl-1H-pyrazolo[3,4-b]pyridin-5-yl)methyl)(3,5-bis(trifluoromethyl)benzyl)amino)pyrimidine-5-carbonitrile), solution, [OH-].[K+] (KOH), OO (hydrogen peroxide). Solvent: C(C)O (ethanol). Conditions: temperature 40 celsius. Yields the product C1(CC1)CN(C1=C(C=C2C(=N1)N(N=C2C)C(C)(C)C)CN(C2=NC=C(C=N2)C(=O)N)CC2=CC(=CC(=C2)C(F)(F)F)C(F)(F)F)CC2CC2 (2-(((6-(bis(cyclopropylmethyl)amino)-1-(tert-butyl)-3-methyl-1H-pyrazolo[3,4-b]pyridin-5-yl)methyl)(3,5-bis(trifluoromethyl)benzyl)amino)pyrimidine-5-carboxamide). Reaction SMILES: [CH:1]1([CH2:4][N:5]([CH2:45][CH:46]2[CH2:48][CH2:47]2)[C:6]2[N:11]=[C:10]3[N:12]([C:16]([CH3:19])([CH3:18])[CH3:17])[N:13]=[C:14]([CH3:15])[C:9]3=[CH:8][C:7]=2[CH2:20][N:21]([CH2:30][C:31]2[CH:36]=[C:35]([C:37]([F:40])([F:39])[F:38])[CH:34]=[C:33]([C:41]([F:44])([F:43])[F:42])[CH:32]=2)[C:22]2[N:27]=[CH:26][C:25]([C:28]#[N:29])=[CH:24][N:23]=2)[CH2:3][CH2:2]1.[OH-:49].[K+].OO>C(O)C>[CH:1]1([CH2:4][N:5]([CH2:45][CH:46]2[CH2:48][CH2:47]2)[C:6]2[N:11]=[C:10]3[N:12]([C:16]([CH3:17])([CH3:18])[CH3:19])[N:13]=[C:14]([CH3:15])[C:9]3=[CH:8][C:7]=2[CH2:20][N:21]([CH2:30][C:31]2[CH:36]=[C:35]([C:37]([F:40])([F:39])[F:38])[CH:34]=[C:33]([C:41]([F:43])([F:44])[F:42])[CH:32]=2)[C:22]2[N:27]=[CH:26][C:25]([C:28]([NH2:29])=[O:49])=[CH:24][N:23]=2)[CH2:2][CH2:3]1 |f:1.2|. Procedure details: 2-(((6-(Bis(cyclopropylmethyl)amino)-1-(tert-butyl)-3-methyl-1H-pyrazolo[3,4-b]pyridin-5-yl)methyl)(3,5-bis(trifluoromethyl)benzyl)amino)pyrimidine-5-carbonitrile obtained in Example 10, (0.000074 mmol, 0.050 g) in ethanol was treated with 1% solution of KOH (5 ml) and catalytic amount of hydrogen peroxide. The reaction mixture was heated at 40° C. for 30 min. The reaction mixture was then concentrated under reduced pressure, treated with water and extracted with EtOAc. The organic layer was dri... As a reaction SMILES: [CH2:1]([O:3][C:4](=[O:13])[C:5]1[CH:10]=[C:9]([OH:11])[CH:8]=[C:7]([OH:12])[CH:6]=1)[CH3:2].[CH2:14](Br)[CH2:15][CH2:16][CH2:17][CH2:18][CH2:19][CH2:20][CH2:21][CH2:22][CH2:23][CH2:24][CH2:25][CH2:26][CH2:27][CH2:28][CH2:29][CH2:30][CH3:31].[Na]>C(O)C>[CH2:1]([O:3][C:4](=[O:13])[C:5]1[CH:10]=[C:9]([O:11][CH2:14][CH2:15][CH2:16][CH2:17][CH2:18][CH2:19][CH2:20][CH2:21][CH2:22][CH2:23][CH2:24][CH2:25][CH2:26][CH2:27][CH2:28][CH2:29][CH2:30][CH3:31])[CH:8]=[C:7]([O:12][CH2:31][CH2:30][CH2:29][CH2:28][CH2:27][CH2:26][CH2:25][CH2:24][CH2:23][CH2:22][CH2:21][CH2:20][CH2:19][CH2:18][CH2:17][CH2:16][CH2:15][CH3:14])[CH:6]=1)[CH3:2] |^1:32|. Procedure: 50 m mol of 3,5-dihydroxybenzoic acid ethyl ester, 120 m mol of stearyl bromide, and 110 m mol of sodium were made to react in ethanol, thereby forming 35 m mol of 3,5-dioctadecyloxybenzoic acid ethyl ester. This ester, 25 m mol, was first hydrolyzed into the corresponding acid, which in turn was converted into its acid chloride. The acid chloride was reacted in the same way as in Example 1, whereby 10 m mol of N-(3,5-dioctadecyloxybenzoyl)-N'methylsulfonyl-p-quinonediimine was obtained which is... Yields the product C(C)OC(C1=CC(=CC(=C1)OCCCCCCCCCCCCCCCCCC)OCCCCCCCCCCCCCCCCCC)=O (3,5-dioctadecyloxybenzoic acid ethyl ester). Reactants: C(C)OC(C1=CC(=CC(=C1)O)O)=O (3,5-dihydroxybenzoic acid ethyl ester), C(CCCCCCCCCCCCCCCCC)Br (stearyl bromide), [Na] (sodium). Solvent: C(C)O (ethanol). Starting materials: Cl.C(C)(C)N(C(C)C)CCCl (diisopropylaminoethylchloride hydrochloride), [Na] (sodium), C(CCC)OC1=C(C=CC=C1)O (o-butoxyphenol), [Na] (sodium). Solvent: ice water, C(C)O (ethanol), C(C)O (ethanol). Yields the product C(CCC)OC1=C(C=CC=C1)OCCN(C(C)C)C(C)C (1-n-Butoxy-2-(2'-diisopropylaminoethoxy)-benzene). Reaction SMILES: [Na].[CH2:2]([O:6][C:7]1[CH:12]=[CH:11][CH:10]=[CH:9][C:8]=1[OH:13])[CH2:3][CH2:4][CH3:5].Cl.[CH:15]([N:18]([CH2:22][CH2:23]Cl)[CH:19]([CH3:21])[CH3:20])([CH3:17])[CH3:16]>C(O)C>[CH2:2]([O:6][C:7]1[CH:12]=[CH:11][CH:10]=[CH:9][C:8]=1[O:13][CH2:23][CH2:22][N:18]([CH:19]([CH3:21])[CH3:20])[CH:15]([CH3:17])[CH3:16])[CH2:3][CH2:4][CH3:5] |f:2.3,^1:0|. Procedure: To 750 ml of absolute ethanol was added gradually 13.8 g (0.60 mole) of metallic sodium cut into pieces. After all the sodium had reacted 49.8 g (0.30 mole) of o-butoxyphenol was added. The solution was cooled down in ice-water whereupon a solution of 60.0 g (0.30 mole) of diisopropylaminoethylchloride hydrochloride in 150 ml of absolute ethanol was added rapidly with stirring. The reaction mixture was then boiled under reflux for 5 hours. The reactants are O=C([O-])O, CCOC(=O)Cl, CC#CCOc1ccc(S(=O)(=O)C2(C(=O)OC)CCNCC2)cc1, ClC(Cl)Cl, [Na+]. Yields the product CC#CCOc1ccc(S(=O)(=O)C2(C(=O)OC)CCN(C(=O)OCC)CC2)cc1. As a reaction SMILES: [C:25](=[O:26])([OH:27])[O-:28].[CH2:30]([CH3:31])[O:32][C:33](=[O:34])[Cl:35].[CH3:1][O:2][C:3](=[O:4])[C:5]1([S:11](=[O:12])(=[O:13])[c:14]2[cH:15][cH:16][c:17]([O:20][CH2:21][C:22]#[C:23][CH3:24])[cH:18][cH:19]2)[CH2:6][CH2:7][NH:8][CH2:9][CH2:10]1.[CH:36]([Cl:37])([Cl:38])[Cl:39].[Na+:29]>>[CH3:1][O:2][C:3](=[O:4])[C:5]1([S:11](=[O:12])(=[O:13])[c:14]2[cH:15][cH:16][c:17]([O:20][CH2:21][C:22]#[C:23][CH3:24])[cH:18][cH:19]2)[CH2:6][CH2:7][N:8]([C:33]([O:32][CH2:30][CH3:31])=[O:34])[CH2:9][CH2:10]1. The reactants are C=Cc1ccc2c(c1)CC(CNC(=O)OC(C)(C)C)CC2, CC(C)(C)O, [O-][I+3]([O-])([O-])[O-], [Na+], C1CCOC1, O. Product: CC(C)(C)OC(=O)NCC1CCc2ccc(C=O)cc2C1. RXN SMILES: [C:1]([CH3:2])([CH3:3])([CH3:4])[O:5][C:6](=[O:7])[NH:8][CH2:9][CH:10]1[CH2:11][c:12]2[cH:13][c:14]([CH:20]=[CH2:21])[cH:15][cH:16][c:17]2[CH2:18][CH2:19]1.[C:34]([OH:35])([CH3:36])([CH3:37])[CH3:38].[I+3:22]([O-:23])([O-:24])([O-:25])[O-:26].[Na+:27].[O:28]1[CH2:29][CH2:30][CH2:31][CH2:32]1.[OH2:33]>>[C:1]([CH3:2])([CH3:3])([CH3:4])[O:5][C:6](=[O:7])[NH:8][CH2:9][CH:10]1[CH2:11][c:12]2[cH:13][c:14]([CH:20]=[O:23])[cH:15][cH:16][c:17]2[CH2:18][CH2:19]1.